From a dataset of the Open Reaction Database (ORD), a public repository of structured organic reaction records. describe an organic reaction: reactants, conditions, products, and yield Starting materials: CCOC1=NCCc2ccccc21, CCO, Cl, NN. Reaction SMILES: [CH2:1]([O:2][C:4]1=[N:5][CH2:6][CH2:7][c:8]2[cH:9][cH:10][cH:11][cH:12][c:13]21)[CH3:3].[CH3:17][CH2:18][OH:19].[ClH:14].[NH2:15][NH2:16]>>[C:4]1([NH:15][NH2:16])=[N:5][CH2:6][CH2:7][c:8]2[cH:9][cH:10][cH:11][cH:12][c:13]21.[ClH:14]. Yields the product NNC1=NCCc2ccccc21, Cl. The reactants are CCO, O=C(CCl)N1CCC(Cc2ccccc2)CC1, Nc1ccc2c(c1)CCC(=O)N2. Yields the product O=C1CCc2cc(NCC(=O)N3CCC(Cc4ccccc4)CC3)ccc2N1. Reaction SMILES: [CH3:30][CH2:31][OH:32].[Cl:13][CH2:14][C:15](=[O:16])[N:17]1[CH2:18][CH2:19][CH:20]([CH2:23][c:24]2[cH:25][cH:26][cH:27][cH:28][cH:29]2)[CH2:21][CH2:22]1.[NH2:1][c:2]1[cH:3][c:4]2[c:9]([cH:10][cH:11]1)[NH:8][C:7](=[O:12])[CH2:6][CH2:5]2>>[NH:1]([c:2]1[cH:3][c:4]2[c:9]([cH:10][cH:11]1)[NH:8][C:7](=[O:12])[CH2:6][CH2:5]2)[CH2:14][C:15](=[O:16])[N:17]1[CH2:18][CH2:19][CH:20]([CH2:23][c:24]2[cH:25][cH:26][cH:27][cH:28][cH:29]2)[CH2:21][CH2:22]1. Starting materials: COC(=O)Cl, Cl, Cc1cc(C)nc(C)c1, Cc1cc(O)c(C(=O)CCc2ccc3occc3c2)c(OC2OC(CO)C(O)C(O)C2O)c1. Yields the product COC(=O)OCC1OC(Oc2cc(C)cc(O)c2C(=O)CCc2ccc3occc3c2)C(O)C(O)C1O. Reaction SMILES: [Cl:34][C:35](=[O:36])[O:37][CH3:38].[ClH:39].[n:40]1[c:41]([CH3:42])[cH:43][c:44]([CH3:45])[cH:46][c:47]1[CH3:48].[o:1]1[c:2]2[c:3]([cH:4][cH:5]1)[cH:6][c:7]([CH2:10][CH2:11][C:12](=[O:13])[c:14]1[c:15]([O:22][CH:23]3[CH:24]([OH:25])[CH:26]([OH:27])[CH:28]([OH:29])[CH:30]([CH2:32][OH:33])[O:31]3)[cH:16][c:17]([CH3:21])[cH:18][c:19]1[OH:20])[cH:8][cH:9]2>>[o:1]1[c:2]2[c:3]([cH:4][cH:5]1)[cH:6][c:7]([CH2:10][CH2:11][C:12](=[O:13])[c:14]1[c:15]([O:22][CH:23]3[CH:24]([OH:25])[CH:26]([OH:27])[CH:28]([OH:29])[CH:30]([CH2:32][O:33][C:35](=[O:36])[O:37][CH3:38])[O:31]3)[cH:16][c:17]([CH3:21])[cH:18][c:19]1[OH:20])[cH:8][cH:9]2. Starting materials: B, [BH3-]C#N, C1CCOC1, COc1ccccc1CCOc1cc(C(F)(F)F)nn1-c1cccc(C#N)c1, CN(CC=O)C(=O)OC(C)(C)C, CC(=O)O, CO, [Na+]. The product is COc1ccccc1CCOc1cc(C(F)(F)F)nn1-c1cccc(CNCCN(C)C(=O)OC(C)(C)C)c1. As a reaction SMILES: [BH3:29].[C:46]([BH3-:47])#[N:48].[CH2:50]1[O:51][CH2:52][CH2:53][CH2:54]1.[CH3:1][O:2][c:3]1[c:4]([CH2:5][CH2:6][O:7][c:8]2[cH:9][c:10]([C:21]([F:22])([F:23])[F:24])[n:11][n:12]2-[c:13]2[cH:14][c:15]([C:16]#[N:17])[cH:18][cH:19][cH:20]2)[cH:25][cH:26][cH:27][cH:28]1.[CH3:30][N:31]([C:32]([O:33][C:34]([CH3:35])([CH3:36])[CH3:37])=[O:38])[CH2:39][CH:40]=[O:41].[CH3:42][C:43](=[O:44])[OH:45].[CH3:55][OH:56].[Na+:49]>>[CH3:1][O:2][c:3]1[c:4]([CH2:5][CH2:6][O:7][c:8]2[cH:9][c:10]([C:21]([F:22])([F:23])[F:24])[n:11][n:12]2-[c:13]2[cH:14][c:15]([CH2:16][NH:17][CH2:40][CH2:39][N:31]([CH3:30])[C:32]([O:33][C:34]([CH3:35])([CH3:36])[CH3:37])=[O:38])[cH:18][cH:19][cH:20]2)[cH:25][cH:26][cH:27][cH:28]1. The reactants are C(C1=CC=CC=C1)N1C(C2=CC=CC=C2C12CCN(CC2)C(=O)OC(C)(C)C)=O (2-Benzyl-1′-tert-butoxycarbonylspiro[1H-isoindole-1,4′-piperidine]-3(2H)-one), [Na] (sodium), N (ammonia), [Cl-].[NH4+] (ammonium chloride). Solvent: CO (methanol). Reaction conditions: time 30 minute. The product is Cl.N1CCC2(CC1)NC(C1=CC=CC=C12)=O (spiro[1H-isoindole-1,4′-piperidine]-3(2H)-one hydrochloride). As a reaction SMILES: C([N:8]1[C:16]2([CH2:21][CH2:20][N:19](C(OC(C)(C)C)=O)[CH2:18][CH2:17]2)[C:15]2[C:10](=[CH:11][CH:12]=[CH:13][CH:14]=2)[C:9]1=[O:29])C1C=CC=CC=1.[Na].N.[Cl-:32].[NH4+]>CO>[ClH:32].[NH:19]1[CH2:20][CH2:21][C:16]2([C:15]3[C:10](=[CH:11][CH:12]=[CH:13][CH:14]=3)[C:9](=[O:29])[NH:8]2)[CH2:17][CH2:18]1 |f:3.4,6.7,^1:29|. Procedure details: 2-Benzyl-1′-tert-butoxycarbonylspiro[1H-isoindole-1,4′-piperidine]-3(2H)-one (200 mg) was added to metallic sodium (235 mg) in liquid ammonia (10 mL) and the mixture was stirred for 30 minutes. To the reaction mixture was added methanol, neutralized with a saturated ammonium chloride aqueous solution and extracted with ethyl acetate. The organic layer was dried over anhydrous Na2SO4 and concentrated. The residue dissolved in methanol was stirred together with 4M hydrogen chloride/ethyl acetate a... The reactants are COC([C@H](CSCC1=CC=C(C=C1)[N+](=O)[O-])NC(=O)OC(C)(C)C)=O ((2R)-methyl-2-tert-butoxycarbonylamino-3-(4-nitro-benzylsulfanyl)-propionate), [Sn](Cl)Cl (tin (II) chloride). Solvent: CO (methanol), ClCCl (dichloromethane), CO (methanol). Run at temperature 50 celsius. The product is COC([C@H](CSCC1=CC=C(C=C1)N)NC(=O)OC(C)(C)C)=O ((2R)-Methyl-3-(4-amino-benzylsulfanyl)-2-tert-butoxycarbonylamino-propionate). As a reaction SMILES: [CH3:1][O:2][C:3](=[O:25])[C@@H:4]([NH:17][C:18]([O:20][C:21]([CH3:24])([CH3:23])[CH3:22])=[O:19])[CH2:5][S:6][CH2:7][C:8]1[CH:13]=[CH:12][C:11]([N+:14]([O-])=O)=[CH:10][CH:9]=1.[Sn](Cl)Cl>CO.ClCCl>[CH3:1][O:2][C:3](=[O:25])[C@@H:4]([NH:17][C:18]([O:20][C:21]([CH3:23])([CH3:22])[CH3:24])=[O:19])[CH2:5][S:6][CH2:7][C:8]1[CH:13]=[CH:12][C:11]([NH2:14])=[CH:10][CH:9]=1. Reported procedure: A mixture of (2R)-methyl-2-tert-butoxycarbonylamino-3-(4-nitro-benzylsulfanyl)-propionate (3.75 g, 10.1 mmol) and tin (II) chloride (5.76 g, 30.0 mmol) in methanol (50 mL) was stirred at 50° C. Upon completion (TLC: 5% methanol in dichloromethane), the mixture was cooled to room temperature, quenched with saturated potassium fluoride solution (75 mL) and extracted with diethyl ether (3×75 mL). The combined extract was washed sequentially with water and brine, dried over anhydrous MgSO4, filtered... Reactants: solution, BrBr (bromine), O (water), COC=1C=C(N)C=C(C1OC)OC (3,4,5-trimethoxyaniline), [S-]C#N.[NH4+] (ammonium thiocyanate). Solvent: C(C)(=O)O (acetic acid), C(C)(=O)O (acetic acid). Conditions: time 8 hour. Yields the product NC=1SC2=C(N1)C=C(C(=C2OC)OC)OC (2-amino-5,6,7-trimethoxybenzothiazole). Isolated yield 47.1%. As a reaction SMILES: [CH3:1][O:2][C:3]1[CH:4]=[C:5]([CH:7]=[C:8]([O:12][CH3:13])[C:9]=1[O:10][CH3:11])[NH2:6].[S-:14][C:15]#[N:16].[NH4+].BrBr.O>C(O)(=O)C>[NH2:16][C:15]1[S:14][C:7]2[C:8]([O:12][CH3:13])=[C:9]([O:10][CH3:11])[C:3]([O:2][CH3:1])=[CH:4][C:5]=2[N:6]=1 |f:1.2|. Procedure details: In 200 ml of acetic acid were dissolved 22.0 g of 3,4,5-trimethoxyaniline and 30.0 g of ammonium thiocyanate. Under ice cooling, 20.0 ml of a solution of 20.0 g of bromine in acetic acid was dropwise added to the solution over one hour. After allowing to stand at room temperature overnight, 200 ml of water was added to the mixture. The mixture was concentrated at 60° C. to about half and rendered alkaline with ammonia water. The precipitated crystals, 30.1 g, were taken out by filtration. The cr... The product is CCCCCCCCCCCCOC(=O)C=Cc1ccccc1. Reactants: CCCCCCCCCCCCO, Cc1ccccc1, O=CC=Cc1ccccc1. Reaction SMILES: [CH2:11]([CH2:12][CH2:13][CH2:14][CH2:15][CH2:16][CH2:17][CH2:18][CH2:19][CH2:20][CH2:21][CH3:22])[OH:23].[CH3:24][c:25]1[cH:26][cH:27][cH:28][cH:29][cH:30]1.[O:1]=[CH:2][CH:3]=[CH:4][c:5]1[cH:6][cH:7][cH:8][cH:9][cH:10]1>>[O:1]=[C:2]([CH:3]=[CH:4][c:5]1[cH:6][cH:7][cH:8][cH:9][cH:10]1)[O:23][CH2:11][CH2:12][CH2:13][CH2:14][CH2:15][CH2:16][CH2:17][CH2:18][CH2:19][CH2:20][CH2:21][CH3:22]. Starting materials: Cl (HCl), C(C)(=O)NC=1C=C2C(C(=C(OC2=CC1)C1=CC=CC=C1)O)=O (6-Acetamidoflavonol), N (NH3). Run in C(C)O (ethanol). Product: NC=1C=C2C(C(=C(OC2=CC1)C1=CC=CC=C1)O)=O (6-aminoflavonol). Isolated yield 50.9%. As a reaction SMILES: Cl.C([NH:5][C:6]1[CH:7]=[C:8]2[C:13](=[CH:14][CH:15]=1)[O:12][C:11]([C:16]1[CH:21]=[CH:20][CH:19]=[CH:18][CH:17]=1)=[C:10]([OH:22])[C:9]2=[O:23])(=O)C.N>C(O)C>[NH2:5][C:6]1[CH:7]=[C:8]2[C:13](=[CH:14][CH:15]=1)[O:12][C:11]([C:16]1[CH:21]=[CH:20][CH:19]=[CH:18][CH:17]=1)=[C:10]([OH:22])[C:9]2=[O:23]. Reported procedure: Aqueous HCl (5 M, 20 mL) was added to a suspension of 6-acetamidoflavonol (6) (1.00 g, 3.39 mmol) in ethanol (30 mL) and the mixture was heated under reflux for 1.5 h. The mixture was cooled and made basic with aqueous NH3 (litmus) and the precipitate formed was collected by filtration to afford 6-aminoflavonol as a bright yellow powder (0.437 g, 51%), m.p. 211-212° C. 1H NMR (399.7 MHz, d6-DMSO) δ 5.48 (s, 1H, NH); 7.08 (dd, 1H, J5,7 2.8, J7,8 9.2 Hz, H7); 7.14 (d, 1H, J5,7 2.8 Hz, H5); 7.47-7.... The reactants are Compound II, CN(NC(NCC1=CC=CC2=CC=CC=C12)=O)CC(=O)O (2-(1-methyl-2-(naphthalen-1-ylmethylcarbamoyl)hydrazinyl)acetic acid), N[C@H](C(=O)N(CC1=CC=CC2=CC=CC=C12)[C@H](C(OCC)OCC)C)CC1=CC=C(C=C1)OC(C)(C)C ((S)-2-amino-3-(4-tert-butoxyphenyl)-N—((S)-1,1-diethoxypropan-2-yl)-N-(naphthalen-1-ylmethyl)propanamide). Yields the product C(C)(C)(C)OC1=CC=C(C=C1)C[C@@H](C(=O)N(CC1=CC=CC2=CC=CC=C12)[C@H](C(OCC)OCC)C)NC(CN(NC(=O)NCC1=CC=CC2=CC=CC=C12)C)=O (1-(2-((S)-3-(4-tert-butoxyphenyl)-1-(((S)-1,1-diethoxypropan-2-yl)(naphthalen-1-ylmethyl)amino)-1-oxopropan-2-ylamino)-2-oxoethyl)-1-methyl-4-(naphthalen-1-ylmethyl)semicarbazide). As a reaction SMILES: [CH3:1][N:2]([CH2:18][C:19]([OH:21])=O)[NH:3][C:4](=[O:17])[NH:5][CH2:6][C:7]1[C:16]2[C:11](=[CH:12][CH:13]=[CH:14][CH:15]=2)[CH:10]=[CH:9][CH:8]=1.[NH2:22][C@@H:23]([CH2:47][C:48]1[CH:53]=[CH:52][C:51]([O:54][C:55]([CH3:58])([CH3:57])[CH3:56])=[CH:50][CH:49]=1)[C:24]([N:26]([C@@H:38]([CH3:46])[CH:39]([O:43][CH2:44][CH3:45])[O:40][CH2:41][CH3:42])[CH2:27][C:28]1[C:37]2[C:32](=[CH:33][CH:34]=[CH:35][CH:36]=2)[CH:31]=[CH:30][CH:29]=1)=[O:25]>>[C:55]([O:54][C:51]1[CH:50]=[CH:49][C:48]([CH2:47][C@H:23]([NH:22][C:19](=[O:21])[CH2:18][N:2]([CH3:1])[NH:3][C:4]([NH:5][CH2:6][C:7]2[C:16]3[C:11](=[CH:12][CH:13]=[CH:14][CH:15]=3)[CH:10]=[CH:9][CH:8]=2)=[O:17])[C:24]([N:26]([C@@H:38]([CH3:46])[CH:39]([O:43][CH2:44][CH3:45])[O:40][CH2:41][CH3:42])[CH2:27][C:28]2[C:37]3[C:32](=[CH:33][CH:34]=[CH:35][CH:36]=3)[CH:31]=[CH:30][CH:29]=2)=[O:25])=[CH:53][CH:52]=1)([CH3:58])([CH3:56])[CH3:57]. Procedure details: According to the procedure described in the synthesis method of Compound II-15, 2-(1-methyl-2-(naphthalen-1-ylmethylcarbamoyl)hydrazinyl)acetic acid (Compound VI-8) 85 mg (0.30 mmol) was coupled with (S)-2-amino-3-(4-tert-butoxyphenyl)-N—((S)-1,1-diethoxypropan-2-yl)-N-(naphthalen-1-ylmethyl)propanamide (Compound IV-2) 100 mg (0.20 mmol) to obtain the title compound.